This data is from the Open Reaction Database (ORD), a public repository of structured organic reaction records. The task is: describe an organic reaction: reactants, conditions, products, and yield The reactants are CC(C)C(O)(c1cccc(Br)c1)c1cn(C(c2ccccc2)(c2ccccc2)c2ccccc2)cn1, CCO, [Na+], [Na+], O=C([O-])[O-], O, Cc1ccccc1, c1ccc(P(c2ccccc2)(c2ccccc2)[Pd](P(c2ccccc2)(c2ccccc2)c2ccccc2)(P(c2ccccc2)(c2ccccc2)c2ccccc2)P(c2ccccc2)(c2ccccc2)c2ccccc2)cc1, OB(O)c1ccsc1. Product: CC(C)C(O)(c1cccc(-c2ccsc2)c1)c1cn(C(c2ccccc2)(c2ccccc2)c2ccccc2)cn1. Reaction SMILES: [Br:1][c:2]1[cH:3][c:4]([C:8]([CH:9]([CH3:10])[CH3:11])([OH:12])[c:13]2[n:14][cH:15][n:16]([C:18]([c:19]3[cH:20][cH:21][cH:22][cH:23][cH:24]3)([c:25]3[cH:26][cH:27][cH:28][cH:29][cH:30]3)[c:31]3[cH:32][cH:33][cH:34][cH:35][cH:36]3)[cH:17]2)[cH:5][cH:6][cH:7]1.[CH2:52]([OH:53])[CH3:54].[Na+:45].[Na+:46].[O-:47][C:48](=[O:49])[O-:50].[OH2:51].[c:55]1([CH3:56])[cH:57][cH:58][cH:59][cH:60][cH:61]1.[cH:62]1[cH:63][cH:64][c:65]([P:66]([Pd:67]([P:68]([c:69]2[cH:70][cH:71][cH:72][cH:73][cH:74]2)([c:75]2[cH:76][cH:77][cH:78][cH:79][cH:80]2)[c:81]2[cH:82][cH:83][cH:84][cH:85][cH:86]2)([P:87]([c:88]2[cH:89][cH:90][cH:91][cH:92][cH:93]2)([c:94]2[cH:95][cH:96][cH:97][cH:98][cH:99]2)[c:100]2[cH:101][cH:102][cH:103][cH:104][cH:105]2)[P:106]([c:107]2[cH:108][cH:109][cH:110][cH:111][cH:112]2)([c:113]2[cH:114][cH:115][cH:116][cH:117][cH:118]2)[c:119]2[cH:120][cH:121][cH:122][cH:123][cH:124]2)([c:125]2[cH:126][cH:127][cH:128][cH:129][cH:130]2)[c:131]2[cH:132][cH:133][cH:134][cH:135][cH:136]2)[cH:137][cH:138]1.[s:37]1[cH:38][c:39]([B:42]([OH:43])[OH:44])[cH:40][cH:41]1>>[c:2]1(-[c:39]2[cH:38][s:37][cH:41][cH:40]2)[cH:3][c:4]([C:8]([CH:9]([CH3:10])[CH3:11])([OH:12])[c:13]2[n:14][cH:15][n:16]([C:18]([c:19]3[cH:20][cH:21][cH:22][cH:23][cH:24]3)([c:25]3[cH:26][cH:27][cH:28][cH:29][cH:30]3)[c:31]3[cH:32][cH:33][cH:34][cH:35][cH:36]3)[cH:17]2)[cH:5][cH:6][cH:7]1. Starting materials: Cc1ccc(-n2nc(C(C)(C)C)cc2NC(=O)Nc2ccc(N3CCNCC3)nc2)cc1, CCC(C)CC(=O)O, ClCCl, N=C=N, CN(C)C=O, O, On1nnc2ccccc21. Product: CCC(C)CC(=O)N1CCN(c2ccc(NC(=O)Nc3cc(C(C)(C)C)nn3-c3ccc(C)cc3)cn2)CC1. Reaction SMILES: [C:1]([CH3:2])([CH3:3])([CH3:4])[c:5]1[cH:6][c:7]([NH:17][C:18](=[O:19])[NH:20][c:21]2[cH:22][n:23][c:24]([N:27]3[CH2:28][CH2:29][NH:30][CH2:31][CH2:32]3)[cH:25][cH:26]2)[n:8](-[c:10]2[cH:11][cH:12][c:13]([CH3:16])[cH:14][cH:15]2)[n:9]1.[CH3:33][CH:34]([CH2:35][C:36](=[O:37])[OH:38])[CH2:39][CH3:40].[Cl:55][CH2:56][Cl:57].[NH:52]=[C:53]=[NH:54].[O:58]=[CH:59][N:60]([CH3:61])[CH3:62].[OH2:41].[OH:42][n:43]1[c:44]2[cH:45][cH:46][cH:47][cH:48][c:49]2[n:50][n:51]1>>[C:1]([CH3:2])([CH3:3])([CH3:4])[c:5]1[cH:6][c:7]([NH:17][C:18](=[O:19])[NH:20][c:21]2[cH:22][n:23][c:24]([N:27]3[CH2:28][CH2:29][N:30]([C:36]([CH2:35][CH:34]([CH3:33])[CH2:39][CH3:40])=[O:37])[CH2:31][CH2:32]3)[cH:25][cH:26]2)[n:8](-[c:10]2[cH:11][cH:12][c:13]([CH3:16])[cH:14][cH:15]2)[n:9]1. The reactants are CCOC(CCN1CCC(C(=O)c2ccc(F)cc2)CC1)OCC, CCO, Cl, NC(=O)c1ccccc1N. The product is O=C1NC(CCN2CCC(C(=O)c3ccc(F)cc3)CC2)Nc2ccccc21. RXN SMILES: [CH2:12]([O:13][CH:15]([O:14][CH2:33][CH3:34])[CH2:16][CH2:17][N:18]1[CH2:19][CH2:20][CH:21]([C:24](=[O:25])[c:26]2[cH:27][cH:28][c:29]([F:32])[cH:30][cH:31]2)[CH2:22][CH2:23]1)[CH3:35].[CH3:36][CH2:37][OH:38].[ClH:11].[NH2:1][c:2]1[c:3]([C:8](=[O:9])[NH2:10])[cH:4][cH:5][cH:6][cH:7]1>>[NH:1]1[c:2]2[c:3]([cH:4][cH:5][cH:6][cH:7]2)[C:8](=[O:9])[NH:10][CH:15]1[CH2:16][CH2:17][N:18]1[CH2:19][CH2:20][CH:21]([C:24](=[O:25])[c:26]2[cH:27][cH:28][c:29]([F:32])[cH:30][cH:31]2)[CH2:22][CH2:23]1. The reactants are CN(CCC1=C(NC2=CC=C(C=C12)C[C@@H]1NC(OC1)=O)C(=O)O)C ((S)-3-(2-dimethylaminoethyl)-5-(2-oxo-1,3-oxazolidin-4-ylmethyl)-1H-indol-2-carboxylic acid), C(CCC(=O)O)(=O)O (succinic acid), cuprous oxide, C(=O)=O (CO2). The solvent is N1=CC=CC2=CC=CC=C12 (quinoline). Reaction conditions: temperature 200 celsius. Product: CN(C)CCC1=CNC2=C1C=C(C=C2)C[C@H]3COC(=O)N3 (zolmitriptan). Yield: 89.9%. As a reaction SMILES: [CH3:1][N:2]([CH3:24])[CH2:3][CH2:4][C:5]1[C:13]2[C:8](=[CH:9][CH:10]=[C:11]([CH2:14][C@H:15]3[CH2:19][O:18][C:17](=[O:20])[NH:16]3)[CH:12]=2)[NH:7][C:6]=1C(O)=O.C(=O)=O.C(O)(=O)CCC(O)=O>N1C2C(=CC=CC=2)C=CC=1>[CH3:1][N:2]([CH2:3][CH2:4][C:5]1[C:13]2[CH:12]=[C:11]([CH2:14][C@@H:15]3[NH:16][C:17](=[O:20])[O:18][CH2:19]3)[CH:10]=[CH:9][C:8]=2[NH:7][CH:6]=1)[CH3:24]. Procedure details: 1 g (3.02 mmoles) of the (S)-3-(2-dimethylaminoethyl)-5-(2-oxo-1,3-oxazolidin-4-ylmethyl)-1H-indol-2-carboxylic acid was suspended in 10 ml of dry quinoline. 20 mg of cuprous oxide was added and the stirred suspension heated to 200° C. under dry nitrogen stream. The reaction mixture was kept at this temperature until no more CO2 was released (15-20 min.). It was left to cool to room temperature and the reaction mixture filtered through decalite. The filtrate was concentrated by vacuum distillati... Starting materials: C(#N)CCCN1CCN(CC1)C(=O)OC(C)(C)C (1-(3-cyanopropyl)-4-(1,1-dimethylethoxycarbonyl)piperazine), OO (hydrogen peroxide), [OH-].[Na+] (NaOH), CO (methanol). Solvent: O (water). Yields the product NC(CCCN1CCN(CC1)C(=O)OC(C)(C)C)=O (1-(4-amino-4-oxobutyl)-4-(1,1-dimethylethoxycarbonyl)piperazine). Isolated yield 7.0%. RXN SMILES: [C:1]([CH2:3][CH2:4][CH2:5][N:6]1[CH2:11][CH2:10][N:9]([C:12]([O:14][C:15]([CH3:18])([CH3:17])[CH3:16])=[O:13])[CH2:8][CH2:7]1)#[N:2].[OH:19]O.[OH-].[Na+].CO>O>[NH2:2][C:1](=[O:19])[CH2:3][CH2:4][CH2:5][N:6]1[CH2:7][CH2:8][N:9]([C:12]([O:14][C:15]([CH3:18])([CH3:17])[CH3:16])=[O:13])[CH2:10][CH2:11]1 |f:2.3|. Reported procedure: A stirred mixture of 5.0 g (0.02 mole) of 1-(3-cyanopropyl)-4-(1,1-dimethylethoxycarbonyl)piperazine, 10 ml of 30% hydrogen peroxide solution and 10 ml of 20% NaOH solution warmed spontaneously to 42°. After the initial exothermic reaction had subsided and the temperature returned to room temperature, 50 ml of methanol was added dropwise; a temperature rise to 38° was noted. After heating two hours at 50° the mixture was diluted with 50 ml of water and extracted with CH2Cl2. The organic extracts... Starting materials: CC#N, CC(CF)(CF)C(=O)C(Br)Oc1ccc(Cl)cc1, O, O, O, O, O=S(=O)(O)c1cccc2c(S(=O)(=O)O)cccc12, c1c[nH]cn1. Product: CC(CF)(CF)C(=O)C(Oc1ccc(Cl)cc1)n1ccnc1. As a reaction SMILES: [CH3:46][C:47]#[N:48].[F:1][CH2:2][C:3]([C:4]([CH:5]([O:6][c:7]1[cH:8][cH:9][c:10]([Cl:13])[cH:11][cH:12]1)[Br:14])=[O:15])([CH3:16])[CH2:17][F:18].[OH2:24].[OH2:25].[OH2:26].[OH2:27].[c:28]1([S:29]([OH:30])(=[O:31])=[O:32])[c:33]2[cH:34][cH:35][cH:36][c:37]([S:38]([OH:39])(=[O:40])=[O:41])[c:42]2[cH:43][cH:44][cH:45]1.[nH:19]1[cH:20][n:21][cH:22][cH:23]1>>[F:1][CH2:2][C:3]([C:4]([CH:5]([O:6][c:7]1[cH:8][cH:9][c:10]([Cl:13])[cH:11][cH:12]1)[n:19]1[cH:20][n:21][cH:22][cH:23]1)=[O:15])([CH3:16])[CH2:17][F:18]. Reactants: CCC(=O)O, COc1cccc(S(=O)(=O)Cl)c1, Cl, Nc1ccc2[nH]c(=O)c3[nH]ccc3c2c1. Product: CCC(=O)O, COc1cccc(S(=O)(=O)Nc2ccc3[nH]c(=O)c4[nH]ccc4c3c2)c1. RXN SMILES: [CH2:2]([CH3:3])[C:4](=[O:5])[OH:6].[CH3:22][O:23][c:24]1[cH:25][c:26]([S:30](=[O:31])(=[O:32])[Cl:33])[cH:27][cH:28][cH:29]1.[ClH:1].[NH2:7][c:8]1[cH:9][c:10]2[c:11]3[c:12]([c:13](=[O:18])[nH:14][c:15]2[cH:16][cH:17]1)[nH:19][cH:20][cH:21]3>>[CH2:2]([CH3:3])[C:4](=[O:5])[OH:6].[NH:7]([c:8]1[cH:9][c:10]2[c:11]3[c:12]([c:13](=[O:18])[nH:14][c:15]2[cH:16][cH:17]1)[nH:19][cH:20][cH:21]3)[S:30]([c:26]1[cH:25][c:24]([O:23][CH3:22])[cH:29][cH:28][cH:27]1)(=[O:31])=[O:32]. Reactants: [O-]C1=CC=CC=C1.[Na+] (sodium phenoxide), ClP1(=NP(=NP(=N1)(Cl)Cl)(Cl)Cl)Cl (hexachlorocyclotriphosphazene), (NPCl2)3. Solvent: C1CCOC1 (THF). The product is O(C1=CC=CC=C1)P1(=NP(=NP(=N1)(Cl)Cl)(OC1=CC=CC=C1)OC1=CC=CC=C1)OC1=CC=CC=C1 (tetraphenoxy-dichlorocyclotriphosphazene), [Na+].[Cl-] (NaCl). Reaction SMILES: [O-:1][C:2]1[CH:7]=[CH:6][CH:5]=[CH:4][CH:3]=1.[Na+:8].[Cl:9][P:10]1([Cl:20])[N:15]=[P:14](Cl)(Cl)[N:13]=[P:12](Cl)(Cl)[N:11]=1>C1COCC1>[O:1]([P:14]1([O:1][C:2]2[CH:7]=[CH:6][CH:5]=[CH:4][CH:3]=2)[N:15]=[P:10]([Cl:20])([Cl:9])[N:11]=[P:12]([O:1][C:2]2[CH:7]=[CH:6][CH:5]=[CH:4][CH:3]=2)([O:1][C:2]2[CH:7]=[CH:6][CH:5]=[CH:4][CH:3]=2)[N:13]=1)[C:2]1[CH:7]=[CH:6][CH:5]=[CH:4][CH:3]=1.[Na+:8].[Cl-:9] |f:0.1,5.6|. Procedure: The sodium phenoxide containing solution was added dropwise to a solution of hexachlorocyclotriphosphazene, (NPCl2)3 (17.3 g, 0.05 mole) in THF (200 mL) with stirring, under nitrogen. An exothermic reaction occurred as precipitation of a white solid (NaCl) took place. The reaction mixture was refluxed for about 3 hrs. The resulting mixture could be filtered, giving a THF solution of tetraphenoxy-dichlorocyclotriphosphazene as the filtrate, and NaCl as the filtered residue, or used as is. The wei... The reactants are FC(F)(F)c1ccc(Br)nc1, C1CCC2=NCCCN2CC1, CC(C)(C)OC(=O)NC1CCNCC1. Yields the product CC(C)(C)OC(=O)NC1CCN(c2ccc(C(F)(F)F)cn2)CC1. RXN SMILES: [Br:15][c:16]1[n:17][cH:18][c:19]([C:22]([F:23])([F:24])[F:25])[cH:20][cH:21]1.[CH2:26]1[CH2:27][CH2:28][C:29]2=[N:34][CH2:33][CH2:32][CH2:31][N:30]2[CH2:35][CH2:36]1.[NH:1]1[CH2:2][CH2:3][CH:4]([NH:7][C:8]([O:9][C:10]([CH3:11])([CH3:12])[CH3:13])=[O:14])[CH2:5][CH2:6]1>>[N:1]1([c:16]2[n:17][cH:18][c:19]([C:22]([F:23])([F:24])[F:25])[cH:20][cH:21]2)[CH2:2][CH2:3][CH:4]([NH:7][C:8]([O:9][C:10]([CH3:11])([CH3:12])[CH3:13])=[O:14])[CH2:5][CH2:6]1.